Task: describe an organic reaction: reactants, conditions, products, and yield. Dataset: the Open Reaction Database (ORD), a public repository of structured organic reaction records Reactants: ClC1=C(C(=O)NCC23CC4CC(CC(C2)C4)C3)C=C(C=C1)C[C@@H]1OC1 (2-Chloro-5-[(2S)-2-oxiranylmethyl]-N-(tricyclo[3.3.1.13,7]dec-1-ylmethyl)-benzamide), C(C)N (ethylamine), O1CCCC1 (tetrahydrofuran), Cl (hydrogen chloride). Run in ClCCl (dichloromethane). The product is Cl.ClC1=C(C(=O)NCC23CC4CC(CC(C2)C4)C3)C=C(C=C1)C[C@@H](CNCC)O (2-Chloro-5-[(2S)-3-(ethylamino)-2-hydroxypropyl]-N-(tricyclo [3.3.1.13,7]dec-1-ylmethyl)-benzamide, hydrochloride salt). RXN SMILES: [Cl:1][C:2]1[CH:21]=[CH:20][C:19]([CH2:22][C@H:23]2[CH2:25][O:24]2)=[CH:18][C:3]=1[C:4]([NH:6][CH2:7][C:8]12[CH2:17][CH:12]3[CH2:13][CH:14]([CH2:16][CH:10]([CH2:11]3)[CH2:9]1)[CH2:15]2)=[O:5].[CH2:26]([NH2:28])[CH3:27].O1CCCC1.Cl>ClCCl>[ClH:1].[Cl:1][C:2]1[CH:21]=[CH:20][C:19]([CH2:22][C@H:23]([OH:24])[CH2:25][NH:28][CH2:26][CH3:27])=[CH:18][C:3]=1[C:4]([NH:6][CH2:7][C:8]12[CH2:15][CH:14]3[CH2:16][CH:10]([CH2:11][CH:12]([CH2:13]3)[CH2:17]1)[CH2:9]2)=[O:5] |f:5.6|. Procedure: 2-Chloro-5-[(2S)-2-oxiranylmethyl]-N-(tricyclo[3.3.1.13,7]dec-1-ylmethyl)-benzamide (Example 13b) (110 mg), ethylamine (70% aqueous solution, 2 mL) and tetrahydrofuran (10 mL) were heated together at 50° C. under nitrogen for 20 hours, cooled and concentrated to give an oil. This was purified by Waters' MCX resin and then by column chromatography eluting with 9:1:0.1 dichloromethane/methanol/ammonia. The oil obtained was dissolved in dichloromethane (5 mL) and 1M ethereal hydrogen chloride (4 mL... Starting materials: CNC(C)=O (N-Methyl-acetamide), [H-].[K+] (potassium hydride), C(CCCCC)S(=O)C=1OC=C(N1)C (2-n-hexylsulphinyl-4-methyloxazole), CCOCC (ether). Solvent: CN(C)P(=O)(N(C)C)N(C)C (HMPA), CN(C)P(=O)(N(C)C)N(C)C (HMPA). Reaction conditions: temperature 100 celsius, time 5 hour. Product: CN(C(C)=O)C=1OC=C(N1)C (2-(N-Methyl-acetamido)-4-methyloxazole). Reaction SMILES: [CH3:1][NH:2][C:3](=[O:5])[CH3:4].[H-].[K+].C(S([C:16]1[O:17][CH:18]=[C:19]([CH3:21])[N:20]=1)=O)CCCCC.CCOCC>CN(P(N(C)C)(N(C)C)=O)C>[CH3:1][N:2]([C:16]1[O:17][CH:18]=[C:19]([CH3:21])[N:20]=1)[C:3](=[O:5])[CH3:4] |f:1.2|. Procedure details: N-Methyl-acetamide (1.02 g, 0.0140 m) in HMPA (10 ml) was stirred at 50° C. under nitrogen during the portionwise addition of 50% potassium hydride/oil dispersion (1.12 g, 0.0140 m). After the addition, the mixture was warmed to 100° C. and 2-n-hexylsulphinyl-4-methyloxazole (3.0 g, 0.0139 m) in HMPA (10 ml) was added and the mixture stirred at 100° C. for 5 hours. The mixture was then hydrolysed with water, solvent removed in vacuo and the product isolated by column chromatography on silica usi... Starting materials: ClC1=NC=CC(=C1C#N)OC (2-chloro-3-cyano-4-methoxypyridine), C(CS)(=O)OC (methyl thioglycolate), solution, CC(C)(C)[O-].[K+].C1CCOC1 (KOtBu THF). The solvent is CN(C)C=O (DMF). Reaction conditions: time 20 minute. The product is NC1=C(SC2=NC=CC(=C21)OC)C(=O)OC (Methyl 3-amino-4-methoxy-thieno[2,3-b]pyridine-2-carboxylate). Reaction SMILES: Cl[C:2]1[C:7]([C:8]#[N:9])=[C:6]([O:10][CH3:11])[CH:5]=[CH:4][N:3]=1.[C:12]([O:16][CH3:17])(=[O:15])[CH2:13][SH:14].CC([O-])(C)C.[K+].C1COCC1>CN(C=O)C>[NH2:9][C:8]1[C:7]2[C:2](=[N:3][CH:4]=[CH:5][C:6]=2[O:10][CH3:11])[S:14][C:13]=1[C:12]([O:16][CH3:17])=[O:15] |f:2.3.4|. Procedure: To 2-chloro-3-cyano-4-methoxypyridine (2.02 g) and methyl thioglycolate (1.1 mL) in DMF (24 mL) at 5° C. was added a 1.0M solution of KOtBu/THF (14.6 mL). The reaction was stirred 20 min at 5°, then 1 h at RT, quenched in saturated NH4Cl, the solid collected, washed with water and sucked dry. This was recrystallized from EtOAc to give 0.89 g of the title compound. Starting materials: Br, CC(=O)O, CCOC(=O)c1cn2c3c(c(C4(NC(=O)OCc5ccccc5)CC4)c(F)cc3c1=O)OCC2CF, CCOCC, O. Yields the product CCOC(=O)c1cn2c3c(c(C4(N)CC4)c(F)cc3c1=O)OCC2CF. Reaction SMILES: [BrH:5].[C:1]([OH:2])(=[O:3])[CH3:4].[CH2:6]([O:7][C:8](=[O:9])[NH:16][C:17]1([c:20]2[c:21]([F:41])[cH:22][c:23]3[c:24]4[n:25]([cH:32][c:33]([C:36](=[O:37])[O:38][CH2:39][CH3:40])[c:34]3=[O:35])[CH:26]([CH2:30][F:31])[CH2:27][O:28][c:29]24)[CH2:18][CH2:19]1)[c:10]1[cH:11][cH:12][cH:13][cH:14][cH:15]1.[CH3:42][CH2:43][O:44][CH2:45][CH3:46].[OH2:47]>>[NH2:16][C:17]1([c:20]2[c:21]([F:41])[cH:22][c:23]3[c:24]4[n:25]([cH:32][c:33]([C:36](=[O:37])[O:38][CH2:39][CH3:40])[c:34]3=[O:35])[CH:26]([CH2:30][F:31])[CH2:27][O:28][c:29]24)[CH2:18][CH2:19]1. Yields the product CCOC(=O)CC1(c2ccc(Cl)c(Cl)c2)CNC(=O)C1. Starting materials: CCOC(=O)CC(C#N)(CC(=O)OCC)c1ccc(Cl)c(Cl)c1, CCO, CCCCCCC, CCOC(C)=O, N. Reaction SMILES: [CH2:2]([CH3:3])[O:4][C:5]([CH2:6][C:7]([CH2:8][C:9](=[O:10])[O:11][CH2:12][CH3:13])([c:14]1[cH:15][c:16]([Cl:21])[c:17]([Cl:20])[cH:18][cH:19]1)[C:22]#[N:23])=[O:24].[CH3:25][CH2:26][OH:27].[CH3:28][CH2:29][CH2:30][CH2:31][CH2:32][CH2:33][CH3:34].[CH3:35][CH2:36][O:37][C:38](=[O:39])[CH3:40].[NH3:1]>>[CH2:2]([CH3:3])[O:4][C:5]([CH2:6][C:7]1([c:14]2[cH:15][c:16]([Cl:21])[c:17]([Cl:20])[cH:18][cH:19]2)[CH2:8][C:9](=[O:10])[NH:23][CH2:22]1)=[O:24]. Reactants: C1CCNC1, C(=NC1CCCCC1)=NC1CCCCC1, N=C(N)N. Yields the product C1CCC(N=C(NC2CCCCC2)NN2CCCC2)CC1. RXN SMILES: [CH2:1]1[CH2:2][CH2:3][NH:4][CH2:5]1.[CH:6]1([N:12]=[C:13]=[N:14][CH:15]2[CH2:16][CH2:17][CH2:18][CH2:19][CH2:20]2)[CH2:7][CH2:8][CH2:9][CH2:10][CH2:11]1.[NH2:21][C:22](=[NH:23])[NH2:24]>>[CH2:1]1[CH2:2][CH2:3][N:4]([NH:21][C:13](=[N:12][CH:6]2[CH2:7][CH2:8][CH2:9][CH2:10][CH2:11]2)[NH:14][CH:15]2[CH2:16][CH2:17][CH2:18][CH2:19][CH2:20]2)[CH2:5]1. The reactants are ClCCl, COC(=O)CCC(CCCCNS(=O)(=O)c1ccc(Cl)cc1)CCOS(C)(=O)=O, CCOC(=O)N=NC(=O)OCC, Oc1cccnc1, c1ccc(P(c2ccccc2)c2ccccc2)cc1. Yields the product COC(=O)CCC(CCCCNS(=O)(=O)c1ccc(Cl)cc1)CCOc1cccnc1. As a reaction SMILES: [CH2:68]([Cl:69])[Cl:70].[Cl:1][c:2]1[cH:3][cH:4][c:5]([S:8](=[O:9])(=[O:10])[NH:11][CH2:12][CH2:13][CH2:14][CH2:15][CH:16]([CH2:17][CH2:18][C:19](=[O:20])[O:21][CH3:22])[CH2:23][CH2:24][O:25][S:26]([CH3:27])(=[O:28])=[O:29])[cH:6][cH:7]1.[O:56]=[C:57]([O:58][CH2:59][CH3:60])[N:61]=[N:62][C:63]([O:64][CH2:65][CH3:66])=[O:67].[OH:49][c:50]1[cH:51][n:52][cH:53][cH:54][cH:55]1.[c:30]1([P:31]([c:32]2[cH:33][cH:34][cH:35][cH:36][cH:37]2)[c:38]2[cH:39][cH:40][cH:41][cH:42][cH:43]2)[cH:44][cH:45][cH:46][cH:47][cH:48]1>>[Cl:1][c:2]1[cH:3][cH:4][c:5]([S:8](=[O:9])(=[O:10])[NH:11][CH2:12][CH2:13][CH2:14][CH2:15][CH:16]([CH2:17][CH2:18][C:19](=[O:20])[O:21][CH3:22])[CH2:23][CH2:24][O:25][c:50]2[cH:51][n:52][cH:53][cH:54][cH:55]2)[cH:6][cH:7]1.